From a dataset of the Open Reaction Database (ORD), a public repository of structured organic reaction records. describe an organic reaction: reactants, conditions, products, and yield The reactants are BrC=1C=C(N)C=CC1 (3-bromoaniline), CC=1C=C(C=C(C1)C)B(O)O (3,5-dimethylphenylboronic acid), [F-].[Cs+] (CsF). Reagents/catalysts: C=1C=CC(=CC1)/C=C/C(=O)/C=C/C2=CC=CC=C2.C=1C=CC(=CC1)/C=C/C(=O)/C=C/C2=CC=CC=C2.C=1C=CC(=CC1)/C=C/C(=O)/C=C/C2=CC=CC=C2.[Pd].[Pd] (Pd2(dba)3), P(C(C)(C)C)(C(C)(C)C)C(C)(C)C (P(t-Bu)3). The solvent is C1CCOC1 (THF), C1CCOC1 (THF). Reaction conditions: time 2 hour. Product: CC=1C=C(C=C(C1)C)C=1C=C(N)C=CC1 (3-(3,5-dimethylphenyl)aniline). Yield: 99.0%. RXN SMILES: Br[C:2]1[CH:3]=[C:4]([CH:6]=[CH:7][CH:8]=1)[NH2:5].[CH3:9][C:10]1[CH:11]=[C:12](B(O)O)[CH:13]=[C:14]([CH3:16])[CH:15]=1.[F-].[Cs+]>C1COCC1.C1C=CC(/C=C/C(/C=C/C2C=CC=CC=2)=O)=CC=1.C1C=CC(/C=C/C(/C=C/C2C=CC=CC=2)=O)=CC=1.C1C=CC(/C=C/C(/C=C/C2C=CC=CC=2)=O)=CC=1.[Pd].[Pd].P(C(C)(C)C)(C(C)(C)C)C(C)(C)C>[CH3:9][C:10]1[CH:11]=[C:12]([C:2]2[CH:3]=[C:4]([CH:6]=[CH:7][CH:8]=2)[NH2:5])[CH:13]=[C:14]([CH3:16])[CH:15]=1 |f:2.3,5.6.7.8.9|. Procedure: To a solution of 3-bromoaniline, 8, (17.2 g, 0.10 mol), 3,5-dimethylphenylboronic acid (16.5 g, 0.11 mol), CsF (50 g, 0.33 mol), Pd2(dba)3 (0.92 g, 5 mmol) in 50 mL anhydrous THF was added a solution of P(t-Bu)3 (0.49 g, 2.4 mmol) in 3 mL of THF. The exothermal reaction was cooled using a water bath. The solution mixture was stirred at room temperature for 2 hours and concentrated in vacuo. The residue was dissolved in methylene chloride and washed with water. The combined organic layers were dr... Reactants: BrC=1C=C2C(=CC1)OC=1C(=NC(=CC1[C@@]21COCC(=N1)N)Cl)F ((R)-7-bromo-3-chloro-1-fluoro-2′,6′-dihydrospiro[chromeno[2,3-c]pyridine-5,3′-[1,4]oxazin]-5′-amine), FC1=NC=CC=C1B(O)O (2-fluoropyridin-3-ylboronic acid), CC1=NC=CC(=C1)B1OC(C)(C)C(C)(C)O1 (2-methylpyridine-4-boronic acid pinacol ester). Yields the product FC1=NC(=CC2=C1OC1=CC=C(C=C1[C@@]21COCC(=N1)N)C=1C(=NC=CC1)F)C1=CC(=NC=C1)C ((S)-1-fluoro-7-(2-fluoropyridin-3-yl)-3-(2-methylpyridin-4-yl)-2′,6′-dihydrospiro[chromeno[2,3-c]pyridine-5,3′-[1,4]oxazin]-5′-amine). Reaction SMILES: Br[C:2]1[CH:3]=[C:4]2[C@@:15]3([N:20]=[C:19]([NH2:21])[CH2:18][O:17][CH2:16]3)[C:14]3[CH:13]=[C:12](Cl)[N:11]=[C:10]([F:23])[C:9]=3[O:8][C:5]2=[CH:6][CH:7]=1.[F:24][C:25]1[C:30](B(O)O)=[CH:29][CH:28]=[CH:27][N:26]=1.[CH3:34][C:35]1[CH:40]=[C:39](B2OC(C)(C)C(C)(C)O2)[CH:38]=[CH:37][N:36]=1>>[F:23][C:10]1[C:9]2[O:8][C:5]3[C:4]([C@:15]4([N:20]=[C:19]([NH2:21])[CH2:18][O:17][CH2:16]4)[C:14]=2[CH:13]=[C:12]([C:39]2[CH:38]=[CH:37][N:36]=[C:35]([CH3:34])[CH:40]=2)[N:11]=1)=[CH:3][C:2]([C:30]1[C:25]([F:24])=[N:26][CH:27]=[CH:28][CH:29]=1)=[CH:7][CH:6]=3. Reported procedure: The titled compound was synthesized by steps analogous to those described in method A1 above, but using (Intermediate 17B), 2-fluoropyridin-3-ylboronic acid and 2-methylpyridine-4-boronic acid pinacol ester. Reactants: C(C)(C)(C)OC(=O)N1CCC=2C(=NNC2CC1)C1=CC=C(C=C1)Cl (3-(4-chloro-phenyl)-4,5,7,8-tetrahydro-1H-1,2,6-triaza-azulene-6-carboxylic acid tert-butyl ester), BrC1=CC=C(CBr)C=C1 (4-bromobenzyl bromide). Yields the product BrC1=CC=C(CN2N=C(C=3CCNCCC23)C2=CC=C(C=C2)Cl)C=C1 (1-(4-Bromo-benzyl)-3-(4-chloro-phenyl)-1,4,5,6,7,8-hexahydro-1,2,6-triaza-azulene). The yield is 25.6%. Reaction SMILES: C(OC([N:8]1[CH2:17][CH2:16][C:15]2[NH:14][N:13]=[C:12]([C:18]3[CH:23]=[CH:22][C:21]([Cl:24])=[CH:20][CH:19]=3)[C:11]=2[CH2:10][CH2:9]1)=O)(C)(C)C.[Br:25][C:26]1[CH:33]=[CH:32][C:29]([CH2:30]Br)=[CH:28][CH:27]=1>>[Br:25][C:26]1[CH:33]=[CH:32][C:29]([CH2:30][N:14]2[C:15]3[CH2:16][CH2:17][NH:8][CH2:9][CH2:10][C:11]=3[C:12]([C:18]3[CH:19]=[CH:20][C:21]([Cl:24])=[CH:22][CH:23]=3)=[N:13]2)=[CH:28][CH:27]=1. Procedure details: The title compound (0.032 g) was prepared from 3-(4-chloro-phenyl)-4,5,7,8-tetrahydro-1H-1,2,6-triaza-azulene-6-carboxylic acid tert-butyl ester (Example 103, Step B; 0.3 mmol) using 4-bromobenzyl bromide (0.3 mmol) in place of 2-chloromethyl-thiophene. MS (ESI): exact mass calculated for C20H19BrClN3, 415.05. found, m/z 418.0 [M+H]+. 1H NMR (500 MHz, CD3OD): 7.48-7.40 (m, 6H), 6.92 (d, J=8.4 Hz, 2H), 5.28 (s, 2H), 3.32-3.30 (br m, 4H), 3.03-3.01 (br m, 4H). Reactants: NC1(CC1)C=1C(=CC2=C3N([C@H](COC31)C)C=C(C2=O)C(=O)OCC)F (ethyl (S)-10-(1-aminocyclopropyl)-9-fluoro-3-methyl-7-oxo-2,3-dihydro-7H-pyrido[1,2,3-de][1,4]benzoxazine- 6-carboxylate), C(C)(=O)OC(C)=O (acetic anhydride), O (water). The solvent is C(Cl)Cl (methylene chloride). Reaction conditions: time 1 hour. Yields the product C(C)(=O)NC1(CC1)C=1C(=CC2=C3N([C@H](COC31)C)C=C(C2=O)C(=O)OCC)F (ethyl (S)-10-(1-acetylaminocyclopropyl)-9-fluoro-3-methyl-7-oxo-2,3-dihydro-7H-pyrido[1,2,3-de][1,4]benzoxazine-6-carboxylate). Yield: 81.1%. RXN SMILES: [NH2:1][C:2]1([C:5]2[C:6]([F:25])=[CH:7][C:8]3[C:18](=[O:19])[C:17]([C:20]([O:22][CH2:23][CH3:24])=[O:21])=[CH:16][N:10]4[C@@H:11]([CH3:15])[CH2:12][O:13][C:14]=2[C:9]=34)[CH2:4][CH2:3]1.[C:26](OC(=O)C)(=[O:28])[CH3:27].O>C(Cl)Cl>[C:26]([NH:1][C:2]1([C:5]2[C:6]([F:25])=[CH:7][C:8]3[C:18](=[O:19])[C:17]([C:20]([O:22][CH2:23][CH3:24])=[O:21])=[CH:16][N:10]4[C@@H:11]([CH3:15])[CH2:12][O:13][C:14]=2[C:9]=34)[CH2:3][CH2:4]1)(=[O:28])[CH3:27]. Procedure details: In 33 ml of methylene chloride was suspended 6.43 g of ethyl (S)-10-(1-aminocyclopropyl)-9-fluoro-3-methyl-7-oxo-2,3-dihydro-7H-pyrido[1,2,3-de][1,4]benzoxazine- 6-carboxylate. To the resulting suspension was added 2.27 g of acetic anhydride with ice-cooling. The resulting mixture was stirred at room temperature for 1 hour, and 30 ml of water was added to the reaction mixture. The resulting crystals were collected by filtration to obtain 5.85 g (yield: 81.1%) of ethyl (S)-10-(1-acetylaminocyclop... Reactants: [Si](C1=CC=CC=C1)(C1=CC=CC=C1)(C(C)(C)C)OCC1=CC=C(C(=C1N1C[C@H](O[C@@H](C1)C)C)F)F ((2R,6R)-4-(6-((tert-butyldiphenylsilyloxy)methyl)-2,3-difluorophenyl)-2,6-dimethylmorpholine), C1CCOC1 (THF), [Si](C1=CC=CC=C1)(C1=CC=CC=C1)(C(C)(C)C)OCC1=CC=C(C(=C1N1C[C@H](O[C@@H](C1)C)C)F)F ((2R,6R)-4-(6-((tert-butyldiphenylsilyloxy)methyl)-2,3-difluorophenyl)-2,6-dimethylmorpholine), FC(C(=O)N(C)OC)F (2,2-difluoro-N-methoxy-N-methylacetamide). The solvent is CC(C)(C)OC (MTBE). Product: [Si](C1=CC=CC=C1)(C1=CC=CC=C1)(C(C)(C)C)OCC=1C(=C(C(=C(C1)C(C(F)F)=O)F)F)N1C[C@H](O[C@@H](C1)C)C (1-(5-((tert-butyldiphenylsilyloxy)methyl)-4-((2R,6R)-2,6-dimethylmorpholino)-2,3-difluorophenyl)-2,2-difluoroethanone). As a reaction SMILES: [Si:1]([O:18][CH2:19][C:20]1[C:25]([N:26]2[CH2:31][C@@H:30]([CH3:32])[O:29][C@H:28]([CH3:33])[CH2:27]2)=[C:24]([F:34])[C:23]([F:35])=[CH:22][CH:21]=1)([C:14]([CH3:17])([CH3:16])[CH3:15])([C:8]1[CH:13]=[CH:12][CH:11]=[CH:10][CH:9]=1)[C:2]1[CH:7]=[CH:6][CH:5]=[CH:4][CH:3]=1.[F:36][CH:37]([F:44])[C:38](N(OC)C)=[O:39].C1COCC1>CC(OC)(C)C>[Si:1]([O:18][CH2:19][C:20]1[C:25]([N:26]2[CH2:31][C@@H:30]([CH3:32])[O:29][C@H:28]([CH3:33])[CH2:27]2)=[C:24]([F:34])[C:23]([F:35])=[C:22]([C:38](=[O:39])[CH:37]([F:44])[F:36])[CH:21]=1)([C:14]([CH3:16])([CH3:17])[CH3:15])([C:2]1[CH:7]=[CH:6][CH:5]=[CH:4][CH:3]=1)[C:8]1[CH:13]=[CH:12][CH:11]=[CH:10][CH:9]=1. Reported procedure: Starting materials (2R,6R)-4-(6-((tert-butyldiphenylsilyloxy)methyl)-2,3-difluorophenyl)-2,6-dimethylmorpholine (Intermediate 43) and 2,2-difluoro-N-methoxy-N-methylacetamide (MTBE was used as solvent instead of THF).